Dataset: the Open Reaction Database (ORD), a public repository of structured organic reaction records. Task: describe an organic reaction: reactants, conditions, products, and yield Starting materials: OC=1C=C(OC2=CC=C(C(=O)O)C=C2)C=CC1 (4-(3-hydroxyphenoxy)benzoic acid), [H-].[Na+] (NaH), [N+](=O)([O-])C1=C(C=CC(=C1)S(=O)(=O)C(F)(F)F)Cl (2-nitro-4-(trifluoromethylsulfonyl)chlorobenzene). The product is [N+](=O)([O-])C1=C(OC=2C=C(OC3=CC=C(C(=O)O)C=C3)C=CC2)C=CC(=C1)S(=O)(=O)C(F)(F)F (4-[3-(2-nitro-4-trifluoromethanesulfonyl-phenoxy)-phenoxy]-benzoic acid). RXN SMILES: [OH:1][C:2]1[CH:3]=[C:4]([CH:15]=[CH:16][CH:17]=1)[O:5][C:6]1[CH:14]=[CH:13][C:9]([C:10]([OH:12])=[O:11])=[CH:8][CH:7]=1.[H-].[Na+].[N+:20]([C:23]1[CH:28]=[C:27]([S:29]([C:32]([F:35])([F:34])[F:33])(=[O:31])=[O:30])[CH:26]=[CH:25][C:24]=1Cl)([O-:22])=[O:21]>>[N+:20]([C:23]1[CH:28]=[C:27]([S:29]([C:32]([F:35])([F:33])[F:34])(=[O:30])=[O:31])[CH:26]=[CH:25][C:24]=1[O:1][C:2]1[CH:3]=[C:4]([CH:15]=[CH:16][CH:17]=1)[O:5][C:6]1[CH:14]=[CH:13][C:9]([C:10]([OH:12])=[O:11])=[CH:8][CH:7]=1)([O-:22])=[O:21] |f:1.2|. Procedure: Using procedure as in example 10, a reaction of 4-(3-hydroxyphenoxy)benzoic acid (100 mg, 0.4334 mmol), NaH (38 mg, 2.2 equiv.) and 2-nitro-4-(trifluoromethylsulfonyl)chlorobenzene (126 mg, 1 equiv.) afforded 4-[3-(2-nitro-4-trifluoromethanesulfonyl-phenoxy)-phenoxy]-benzoic acid. 1HNMR (360 MHz, DMSO-d6) δ 12.8 (br s, 1H, COOH), 8.75 (d, J=2.7 Hz, 1H), 8.30 (dd, J=2.7 & 9.0 Hz, 1H), 7.95 (m, 2H), 7.6 (m, 1H), 7.37 (d, J=9.0 Hz, 1H), 7.17-7.21 (m, 2H), 7.12 (m, 3H). MS-EI m/z 483 [M+]. Starting materials: [Na+], C1COCCO1, [OH-], Cc1cc2c(-c3nc(N4CCOCC4)c4sc(CN5CCN(C(C)(C)C(N)=O)CC5)cc4n3)cncc2n1S(=O)(=O)c1ccccc1. The product is Cc1cc2c(-c3nc(N4CCOCC4)c4sc(CN5CCN(C(C)(C)C(N)=O)CC5)cc4n3)cncc2[nH]1. As a reaction SMILES: [Na+:55].[O:48]1[CH2:49][CH2:50][O:51][CH2:52][CH2:53]1.[OH-:54].[c:1]1([S:2](=[O:3])(=[O:4])[n:10]2[c:11]([CH3:47])[cH:12][c:13]3[c:14]2[cH:15][n:16][cH:17][c:18]3-[c:19]2[n:20][c:21]([N:41]3[CH2:42][CH2:43][O:44][CH2:45][CH2:46]3)[c:22]3[c:23]([n:24]2)[cH:25][c:26]([CH2:28][N:29]2[CH2:30][CH2:31][N:32]([C:35]([C:36](=[O:37])[NH2:38])([CH3:39])[CH3:40])[CH2:33][CH2:34]2)[s:27]3)[cH:5][cH:6][cH:7][cH:8][cH:9]1>>[nH:10]1[c:11]([CH3:47])[cH:12][c:13]2[c:14]1[cH:15][n:16][cH:17][c:18]2-[c:19]1[n:20][c:21]([N:41]2[CH2:42][CH2:43][O:44][CH2:45][CH2:46]2)[c:22]2[c:23]([n:24]1)[cH:25][c:26]([CH2:28][N:29]1[CH2:30][CH2:31][N:32]([C:35]([C:36](=[O:37])[NH2:38])([CH3:39])[CH3:40])[CH2:33][CH2:34]1)[s:27]2. Starting materials: C(C1=CC=CC=C1)(=O)O (Benzoic acid), ON1N=NC2=C1C=CC=C2 (1-hydroxybenzotriazole), ClC1=CC=C(C=C1)C1NCCC2=C1C=CS2 (4-(4-Chlorophenyl)4,5,6,7-tetrahydro-thieno[3,2-c]pyridine), Cl.CN(CCCN=C=NCC)C (N-(3-Dimethylaminopropyl)-N′-ethylcarbodiimide hydrochloride). The solvent is O (Water), ClCCl (dichloromethane), CN(C=O)C (N,N-dimethylformamide), ClCCl (dichloromethane). Reaction conditions: time 0.5 hour. Yields the product ClC1=CC=C(C=C1)C1N(CCC2=C1C=CS2)C(=O)C2=CC=CC=C2 ([4-(4-Chlorophenyl)-4,5,6,7-tetrahydro-thieno[3,2-c]pyridin-5-yl]-phenyl-methanone). Yield: 95.9%. Reaction SMILES: [C:1]([OH:9])(=O)[C:2]1[CH:7]=[CH:6][CH:5]=[CH:4][CH:3]=1.ON1C2C=CC=CC=2N=N1.Cl.CN(C)CCCN=C=NCC.[Cl:32][C:33]1[CH:38]=[CH:37][C:36]([CH:39]2[C:44]3[CH:45]=[CH:46][S:47][C:43]=3[CH2:42][CH2:41][NH:40]2)=[CH:35][CH:34]=1>ClCCl.CN(C)C=O.O>[Cl:32][C:33]1[CH:34]=[CH:35][C:36]([CH:39]2[C:44]3[CH:45]=[CH:46][S:47][C:43]=3[CH2:42][CH2:41][N:40]2[C:1]([C:2]2[CH:3]=[CH:4][CH:5]=[CH:6][CH:7]=2)=[O:9])=[CH:37][CH:38]=1 |f:2.3|. Procedure details: Benzoic acid (46 mg, 0.38 mmol) and 1-hydroxybenzotriazole (55 mg, 0.41 mmol) were dissolved in a mixture of dichloromethane (1 mL) and N,N-dimethylformamide (0.5 mL). N-(3-Dimethylaminopropyl)-N′-ethylcarbodiimide hydrochloride (79 mg, 0.41 mmol) was added and the mixture was shaken 0.5 hour at room temperature. 4-(4-Chlorophenyl)4,5,6,7-tetrahydro-thieno[3,2-c]pyridine (100 mg, 0.38 mmol) dissolved in dichloromethane (0.5 ml) was added and the mixture was shaken at 1000 rpm for 3 hours. Water ... The reactants are COC(=O)CBr, O=C([O-])[O-], CO, [K+], [K+], O=C(O)c1c[nH]c(=O)cc1C(F)(F)F. The product is COC(=O)Cn1cc(C(=O)O)c(C(F)(F)F)cc1=O. As a reaction SMILES: [Br:21][CH2:22][C:23](=[O:24])[O:25][CH3:26].[C:15](=[O:16])([O-:17])[O-:18].[CH3:27][OH:28].[K+:19].[K+:20].[O:1]=[c:2]1[cH:3][c:4]([C:11]([F:12])([F:13])[F:14])[c:5]([C:8](=[O:9])[OH:10])[cH:6][nH:7]1>>[O:1]=[c:2]1[cH:3][c:4]([C:11]([F:12])([F:13])[F:14])[c:5]([C:8](=[O:9])[OH:10])[cH:6][n:7]1[CH2:22][C:23](=[O:24])[O:25][CH3:26]. The reactants are [H-].[Na+] (sodium hydride), N1=CN=C2N=CNC2=C1N (adenine), BrCCCCN1C(C=2C(C1=O)=CC=CC2)=O (N-(4-bromobutyl)-phthalimide). The solvent is CN(C=O)C (dimethylformamide). Reaction conditions: time 30 minute. Product: NC1=C2N=CN(C2=NC=N1)C=CCCN1C(C=2C(C1=O)=CC=CC2)=O (N-[4-(6-amino-9H-purin-9-yl)-3-butenyl]-phthalimide). Yield: 63.3%. As a reaction SMILES: [H-].[Na+].[N:3]1[C:11]([NH2:12])=[C:10]2[C:6]([N:7]=[CH:8][NH:9]2)=[N:5][CH:4]=1.Br[CH2:14][CH2:15][CH2:16][CH2:17][N:18]1[C:22](=[O:23])[C:21]2=[CH:24][CH:25]=[CH:26][CH:27]=[C:20]2[C:19]1=[O:28]>CN(C)C=O>[NH2:12][C:11]1[N:3]=[CH:4][N:5]=[C:6]2[C:10]=1[N:9]=[CH:8][N:7]2[CH:14]=[CH:15][CH2:16][CH2:17][N:18]1[C:22](=[O:23])[C:21]2=[CH:24][CH:25]=[CH:26][CH:27]=[C:20]2[C:19]1=[O:28] |f:0.1|. Procedure details: 3.4 g of sodium hydride were added to 9.6 g of adenine in 270 ml of dimethylformamide and the mixture was stirred for 2 hours and 30 minutes. 20 g of N-(4-bromobutyl)-phthalimide were added and the mixture was stirred at ambient temperature for 74 hours, followed by filtering. The solvent of the filtrate was evaporated and the precipitate was washed with ether, with water, with ethanol, then again with ether and dried. The residue was dissolved in methanol at 65° C. and chilled to obtain 15.00 g... The reactants are C[Al](C)C (trimethylaluminium), C1(CC1)N(S(=O)(=O)C1=C(C=C(C=C1C)OC)C)CC1=NN=C(O1)C(=O)OCC (Ethyl 5-({cyclopropyl[(4-methoxy-2,6-dimethylphenyl)sulfonyl]amino}methyl)-1,3,4-oxadiazole-2-carboxylate), CNCC1=CC=C(C=C1)CN1CCCC1 (N-methyl-1-[4-(pyrrolidin-1-ylmethyl)phenyl]methanamine). Solvent: ClCCCl (DCE). Yields the product N (NH3), C1(CC1)N(S(=O)(=O)C1=C(C=C(C=C1C)OC)C)CC1=NN=C(O1)C(=O)N(CC1=CC=C(C=C1)CN1CCCC1)C (5-({Cyclopropyl[(4-methoxy-2,6-dimethylphenyl)sulfonyl]amino}methyl)-N-methyl-N-[4-(pyrrolidin-1-ylmethyl)benzyl]-1,3,4-oxadiazole-2-carboxamide). RXN SMILES: [CH:1]1([N:4]([CH2:18][C:19]2[O:23][C:22]([C:24]([O:26]CC)=O)=[N:21][N:20]=2)[S:5]([C:8]2[C:13]([CH3:14])=[CH:12][C:11]([O:15][CH3:16])=[CH:10][C:9]=2[CH3:17])(=[O:7])=[O:6])[CH2:3][CH2:2]1.[CH3:29][NH:30][CH2:31][C:32]1[CH:37]=[CH:36][C:35]([CH2:38][N:39]2[CH2:43][CH2:42][CH2:41][CH2:40]2)=[CH:34][CH:33]=1.C[Al](C)C>ClCCCl>[NH3:4].[CH:1]1([N:4]([CH2:18][C:19]2[O:23][C:22]([C:24]([N:30]([CH3:29])[CH2:31][C:32]3[CH:33]=[CH:34][C:35]([CH2:38][N:39]4[CH2:43][CH2:42][CH2:41][CH2:40]4)=[CH:36][CH:37]=3)=[O:26])=[N:21][N:20]=2)[S:5]([C:8]2[C:13]([CH3:14])=[CH:12][C:11]([O:15][CH3:16])=[CH:10][C:9]=2[CH3:17])(=[O:6])=[O:7])[CH2:2][CH2:3]1. Reported procedure: The title compound was prepared according to general procedure AT using Ethyl 5-({cyclopropyl[(4-methoxy-2,6-dimethylphenyl)sulfonyl]amino}methyl)-1,3,4-oxadiazole-2-carboxylate (30 mg, 0.07 mmol), N-methyl-1-[4-(pyrrolidin-1-ylmethyl)phenyl]methanamine (30 mg, 0.15 mmol) and trimethylaluminium (2 M in toluene, 0.07 mL) in DCE (5 mL). The crude product was purified twice using FCC, eluting with 95:4.5:0.5, then 98:1:0.5 DCM:MeOH:NH3, to afford the title compound. Starting materials: C(\C=C\C)=O ((E)-but-2-enal), [N+](=O)([O-])C1=CC=C(N)C=C1 (4-Nitroaniline), [OH-].[K+] (KOH). Run in C1(=CC=CC=C1)C (toluene), Cl (HCl). Run at temperature 100 celsius. The product is CC1=NC2=CC=C(C=C2C=C1)[N+](=O)[O-] (2-Methyl-6-nitroquinoline). As a reaction SMILES: [N+:1]([C:4]1[CH:10]=[CH:9][C:7]([NH2:8])=[CH:6][CH:5]=1)([O-:3])=[O:2].[CH:11](=O)/[CH:12]=[CH:13]/[CH3:14].[OH-].[K+]>Cl.C1(C)C=CC=CC=1>[CH3:14][C:13]1[CH:12]=[CH:11][C:9]2[C:7](=[CH:6][CH:5]=[C:4]([N+:1]([O-:3])=[O:2])[CH:10]=2)[N:8]=1 |f:2.3|. Reported procedure: 4-Nitroaniline (6 g, 38 mmol) was dissolved in HCl (6N, 200 mL), the mixture was heated at 100° C. A solution of (E)-but-2-enal (7.2 mL, 76 mmol) in toluene (60 mL) was added dropwise, and the reaction was heated at 100° C. overnight. The reaction mixture was cooled to room temperature and basified with aqueous KOH until pH=12. The mixture was extracted with EtOAc and the organic layer was washed with brine and dried over anhydrous Na2SO4. 2-Methyl-6-nitroquinoline was obtained after purificatio...